From a dataset of the Open Reaction Database (ORD), a public repository of structured organic reaction records. describe an organic reaction: reactants, conditions, products, and yield Reactants: aqueous solution, [OH-].[Na+] (sodium hydroxide), C(CCC)[Sn](CCCC)(CCCC)Cl (tri-n-butyltin chloride). Run at temperature 50 celsius. Yields the product CCCC[Sn](CCCC)(CCCC)O[Sn](CCCC)(CCCC)CCCC (bis(tri-n-butyltin) oxide). As a reaction SMILES: [OH-:1].[Na+].[CH2:3]([Sn:7](Cl)([CH2:12][CH2:13][CH2:14][CH3:15])[CH2:8][CH2:9][CH2:10][CH3:11])[CH2:4][CH2:5][CH3:6]>>[CH3:6][CH2:5][CH2:4][CH2:3][Sn:7]([O:1][Sn:7]([CH2:8][CH2:9][CH2:10][CH3:11])([CH2:12][CH2:13][CH2:14][CH3:15])[CH2:3][CH2:4][CH2:5][CH3:6])([CH2:12][CH2:13][CH2:14][CH3:15])[CH2:8][CH2:9][CH2:10][CH3:11] |f:0.1|. Procedure: A four-necked flask equipped with an overflow nozzle on the side wall was provided with a stirrer, a thermometer and a reflux condenser. To the flask were continously fed 3,850 g of a 20% aqueous solution of sodium hydroxide and 1,990 g of tri-n-butyltin chloride containing 4.8% di-n-butyltin dichloride, with stirring and heating at 50° C., to perform hydrolysis for 30 minutes. The resulting reaction mixture overflowed was allowed to stand. As a result, the contents split into three distinct pha... Reactants: CNC1=NS(N=C1CCS)(=O)=O (3-methylamino-4-(2-mercaptoethyl)-1,2,5-thiadiazole 1,1-dioxide), CN(C)CC=1SC=C(N1)CO (2-dimethylaminomethyl-4-hydroxymethylthiazole). Run in Cl (hydrochloric acid). The product is CN(C)CC=1SC=C(N1)CSCCNC1=NS(N=C1NC)(=O)=O (3-{2-[(2-Dimethylaminomethyl-4-thiazolyl)methylthio]ethylamino}-4-methylamino-1,2,5-thiadiazole 1,1-dioxide). As a reaction SMILES: [CH3:1][NH:2][C:3]1[C:7](CCS)=[N:6][S:5](=[O:12])(=[O:11])[N:4]=1.[CH3:13][N:14]([CH2:16][C:17]1[S:18][CH:19]=[C:20]([CH2:22]O)[N:21]=1)[CH3:15]>Cl>[CH3:13][N:14]([CH2:16][C:17]1[S:18][CH:19]=[C:20]([CH2:22][S:18][CH2:17][CH2:16][NH:14][C:7]2[C:3]([NH:2][CH3:1])=[N:4][S:5](=[O:11])(=[O:12])[N:6]=2)[N:21]=1)[CH3:15]. Procedure details: Reaction of 3-methylamino-4-(2-mercaptoethyl)-1,2,5-thiadiazole 1,1-dioxide [prepared in Example 25, Step A] with about one equivalent of 2-dimethylaminomethyl-4-hydroxymethylthiazole [prepared in Example 34, Step D] in concentrated hydrochloric acid, and then made basic and worked up, produces the title compound which is identical to the product prepared in Example 33. Reactants: [Al+3], ClCCl, C#CCn1cccc1C#N, [Cl-], [Cl-], [Cl-], ClC(Cl)OC(Cl)Cl, C[N+](=O)[O-], [Na+], [OH-], O. The product is C#CCn1cc(C=O)cc1C#N. Reaction SMILES: [Al+3:2].[CH2:24]([Cl:25])[Cl:26].[CH2:5]([C:6]#[CH:7])[n:8]1[c:9]([C:13]#[N:14])[cH:10][cH:11][cH:12]1.[Cl-:1].[Cl-:3].[Cl-:4].[Cl:15][CH:16]([O:18][CH:17]([Cl:19])[Cl:20])[Cl:21].[N+:28]([CH3:29])([O-:30])=[O:31].[Na+:23].[OH-:22].[OH2:27]>>[CH2:5]([C:6]#[CH:7])[n:8]1[c:9]([C:13]#[N:14])[cH:10][c:11]([CH:16]=[O:18])[cH:12]1. The reactants are NC1=C(C(=O)C2=C(C=CC=C2)F)C=C(C=C1)[N+](=O)[O-] (2-amino-5-nitro-2'-fluorobenzophenone), C([O-])(O)=O.[Na+] (sodium bicarbonate), C(=O)(OCC1=CC=CC=C1)NC(CCCC)C(=O)O (N-carbobenzoxy-DL-norleucine), S(=O)(Cl)Cl (thionyl chloride). Run in O1CCCC1 (tetrahydrofuran), O1CCCC1 (tetrahydrofuran). Run at time 1 hour. Product: C(C1=CC=CC=C1)OC(NC(CCC)C(NC1=C(C=C(C=C1)[N+](=O)[O-])C(C1=C(C=CC=C1)F)=O)=O)=O (benzyl-rac-{1-[[2-(o-fluorobenzoyl)-4-nitrophenyl]carbamoyl]butyl}carbamate). As a reaction SMILES: [C:1]([NH:11][CH:12]([C:17]([OH:19])=O)[CH2:13][CH2:14][CH2:15]C)([O:3][CH2:4][C:5]1[CH:10]=[CH:9][CH:8]=[CH:7][CH:6]=1)=[O:2].S(Cl)(Cl)=O.[NH2:24][C:25]1[CH:39]=[CH:38][C:37]([N+:40]([O-:42])=[O:41])=[CH:36][C:26]=1[C:27]([C:29]1[CH:34]=[CH:33][CH:32]=[CH:31][C:30]=1[F:35])=[O:28].C(=O)(O)[O-].[Na+]>O1CCCC1>[CH2:4]([O:3][C:1](=[O:2])[NH:11][CH:12]([C:17](=[O:19])[NH:24][C:25]1[CH:39]=[CH:38][C:37]([N+:40]([O-:42])=[O:41])=[CH:36][C:26]=1[C:27](=[O:28])[C:29]1[CH:34]=[CH:33][CH:32]=[CH:31][C:30]=1[F:35])[CH2:13][CH2:14][CH3:15])[C:5]1[CH:6]=[CH:7][CH:8]=[CH:9][CH:10]=1 |f:3.4|. Reported procedure: 19.7 g of N-carbobenzoxy-DL-norleucine are dissolved in 200 ml of absolute tetrahydrofuran, the solution is treated dropwise while cooling with ice with 10 g of thionyl chloride and then stirred for 1 hour. To this solution there is rapidly added dropwise a solution of 17 g (0.065 L M) of 2-amino-5-nitro-2'-fluorobenzophenone in 130 ml of absolute tetrahydrofuran and the mixture is then stirred at room temperature for 60 hours. The solution is concentrtated and the residue is treated with ice an... Starting materials: COC(=O)C(CC1CCCC1)c1ccc2c(c1)CCS2(=O)=O, CCO, [Li+], [OH-], O, O. The product is O=C(O)C(CC1CCCC1)c1ccc2c(c1)CCS2(=O)=O. As a reaction SMILES: [CH3:1][O:2][C:3]([CH:4]([CH2:5][CH:6]1[CH2:7][CH2:8][CH2:9][CH2:10]1)[c:11]1[cH:12][c:13]2[c:14]([cH:20][cH:21]1)[S:15](=[O:18])(=[O:19])[CH2:16][CH2:17]2)=[O:22].[CH3:26][CH2:27][OH:28].[Li+:25].[OH-:24].[OH2:23].[OH2:29]>>[O:2]=[C:3]([CH:4]([CH2:5][CH:6]1[CH2:7][CH2:8][CH2:9][CH2:10]1)[c:11]1[cH:12][c:13]2[c:14]([cH:20][cH:21]1)[S:15](=[O:18])(=[O:19])[CH2:16][CH2:17]2)[OH:22]. Starting materials: C(C)(C)(C)OC(=O)N1CCC(CC1)(C)C(CC#N)O (4-(2-cyano-1-hydroxyethyl)-4-methylpiperidine-1-carboxylic acid tert-butyl ester), N1=CC=CC=C1 (pyridine), CS(=O)(=O)Cl (methanesulfonyl chloride), N1=CC=CC=C1 (pyridine), CS(=O)(=O)Cl (methanesulfonyl chloride). Solvent: CCOC(=O)C (EtOAc), ClCCl (dichloromethane). Run at time 1 hour. Yields the product C(C)(C)(C)OC(=O)N1CCC(CC1)(C)C(CC#N)OS(=O)(=O)C (4-(2-cyano-1-methanesulfonyloxy-ethyl)-4-methylpiperidine-1-carboxylic acid tert-butyl ester). The yield is 100.0%. RXN SMILES: [C:1]([O:5][C:6]([N:8]1[CH2:13][CH2:12][C:11]([CH:15]([OH:19])[CH2:16][C:17]#[N:18])([CH3:14])[CH2:10][CH2:9]1)=[O:7])([CH3:4])([CH3:3])[CH3:2].N1C=CC=CC=1.[CH3:26][S:27](Cl)(=[O:29])=[O:28]>ClCCl.CCOC(C)=O>[C:1]([O:5][C:6]([N:8]1[CH2:13][CH2:12][C:11]([CH:15]([O:19][S:27]([CH3:26])(=[O:29])=[O:28])[CH2:16][C:17]#[N:18])([CH3:14])[CH2:10][CH2:9]1)=[O:7])([CH3:4])([CH3:2])[CH3:3]. Reported procedure: To 4-(2-cyano-1-hydroxyethyl)-4-methylpiperidine-1-carboxylic acid tert-butyl ester (4.24 g, 15.8 mmol) and pyridine (3.07 mL, 39.5 mmol) dissolved in dichloromethane (45 mL) at 0° C. is added methanesulfonyl chloride (3.45 mL, 42.6 mmol). After 1 hour, the reaction is not complete and is warmed to room temperature. After 18 hours at room temperature 1 equivalent of pyridine and 1 equivalent of methanesulfonyl chloride is added and stirred for 4 hours. The reaction mixture is diluted with EtOAc ... Starting materials: BrB(Br)Br, COc1ccc2nc(-c3ccc([N+](=O)[O-])cc3)sc2c1, ClCCl. Yields the product COc1ccc2nc(-c3ccc(N)cc3)sc2c1. RXN SMILES: [B:21]([Br:22])([Br:23])[Br:24].[CH3:1][O:2][c:3]1[cH:4][c:5]2[c:6]([n:7][c:8](-[c:10]3[cH:11][cH:12][c:13]([N+:16]([O-:17])=[O:18])[cH:14][cH:15]3)[s:9]2)[cH:19][cH:20]1.[Cl:25][CH2:26][Cl:27]>>[CH3:1][O:2][c:3]1[cH:4][c:5]2[c:6]([n:7][c:8](-[c:10]3[cH:11][cH:12][c:13]([NH2:16])[cH:14][cH:15]3)[s:9]2)[cH:19][cH:20]1. Reactants: C(C)(=O)NC(C(=O)O)C(=O)O.[Ba] (Barium acetamidomalonic acid), [OH-].[Ba+2].[OH-] (barium hydroxide), C(C)OC(C(C(=O)OCC)NC(C)=O)=O (acetamidomalonic acid diethyl ester). The solvent is O (water). Product: C(C)(=O)NC(C(=O)[O-])C(=O)[O-].[Ba+2] (barium acetamidomalonate). Reaction SMILES: [C:1]([NH:4][CH:5]([C:9]([OH:11])=[O:10])[C:6]([OH:8])=[O:7])(=[O:3])[CH3:2].[Ba:12].[OH-].[Ba+2].[OH-].C(OC(=O)C(NC(=O)C)C(OCC)=O)C>O>[C:1]([NH:4][CH:5]([C:9]([O-:11])=[O:10])[C:6]([O-:8])=[O:7])(=[O:3])[CH3:2].[Ba+2:12] |f:0.1,2.3.4,7.8|. Procedure details: Preparation of Barium acetamidomalonic acid--To 14.5 g (46.0 mmol) of barium hydroxide in 750 ml of water is added 10.0 g (46 mmol) of acetamidomalonic acid diethyl ester. The solution is refluxed for one hour and suction filtered while still hot. The filtrate is allowed to cool to room temperature to give barium acetamidomalonate in quantitative yield as white crystals. IR (KBr) 3366.8, 1654, 1640, 1599, 1578,1530, 1427, 1344 cm-1. Elemental analysis for BaC5H